Task: describe an organic reaction: reactants, conditions, products, and yield. Dataset: the Open Reaction Database (ORD), a public repository of structured organic reaction records Reactants: CC(NC(=O)OC(C)(C)C)C1CN(Cc2ccccc2)CC12CC2, CO, [H][H]. Product: CC(NC(=O)OC(C)(C)C)C1CNCC12CC2. As a reaction SMILES: [C:1]([CH3:2])([CH3:3])([CH3:4])[O:5][C:6]([NH:7][CH:8]([CH3:9])[CH:10]1[CH2:11][N:12]([CH2:17][c:18]2[cH:19][cH:20][cH:21][cH:22][cH:23]2)[CH2:13][C:14]12[CH2:15][CH2:16]2)=[O:24].[CH3:27][OH:28].[H:25][H:26]>>[C:1]([CH3:2])([CH3:3])([CH3:4])[O:5][C:6]([NH:7][CH:8]([CH3:9])[CH:10]1[CH2:11][NH:12][CH2:13][C:14]12[CH2:15][CH2:16]2)=[O:24].